This data is from the Open Reaction Database (ORD), a public repository of structured organic reaction records. The task is: describe an organic reaction: reactants, conditions, products, and yield Reactants: O.S.[Na] (Sodium hydrogen sulfide monohydrate), ClC1=NSN=C1C=1C=NC(=CC1)C (3-(3-chloro-1,2,5-thiadiazol-4-yl)-6-methylpyridine), Cl (HCl), C([O-])([O-])=O.[K+].[K+] (Potassium carbonate), C(CCCCC)Br (1-hexylbromide), [OH-].[Na+] (NaOH). Solvent: CN(C)C=O (DMF), CCOCC (ether), CCOCC (ether). Conditions: time 1 hour. The product is C(CCCCC)SC1=NSN=C1C=1C=NC(=CC1)C (3-(3-Hexylthio-1,2,5-thiadiazol-4-yl)-6-methylpyridine). RXN SMILES: O.[SH2:2].[Na].Cl[C:5]1[C:9]([C:10]2[CH:11]=[N:12][C:13]([CH3:16])=[CH:14][CH:15]=2)=[N:8][S:7][N:6]=1.C(=O)([O-])[O-].[K+].[K+].[CH2:23](Br)[CH2:24][CH2:25][CH2:26][CH2:27][CH3:28].Cl.[OH-].[Na+]>CN(C=O)C.CCOCC>[CH2:23]([S:2][C:5]1[C:9]([C:10]2[CH:11]=[N:12][C:13]([CH3:16])=[CH:14][CH:15]=2)=[N:8][S:7][N:6]=1)[CH2:24][CH2:25][CH2:26][CH2:27][CH3:28] |f:0.1.2,4.5.6,9.10,^1:2|. Procedure: Sodium hydrogen sulfide monohydrate (0.33 g, 4.4 mmol) was added to a solution of 3-(3-chloro-1,2,5-thiadiazol-4-yl)-6-methylpyridine (0.85 g, 4mmol) in DMF (20 ml) at room temperature and the reaction mixture was stirred for 1 h. Potassium carbonate (1.65 g, 12 mmol) and 1-hexylbromide (0.99 g, 6 mmol) were added and the reaction mixture was stirred for additionally 24 h. 1N HCl was added and the reaction mixture was extractedonce with ether. The aqueous phase was basified with 50% NaOH and ext... Starting materials: COC(C=1C(O)=C(C=C(C1)C1=CC=C(C=C1)F)CC=C)=O (methyl-3-allyl-5-(4'-fluorophenyl)-salicylate), [OH-].[Na+] (sodium hydroxide). Run in CO (methanol). Yields the product C(C=C)C=1C(=C(C(=O)O)C=C(C1)C1=CC=C(C=C1)F)O (3-Allyl-5-(4'-fluorophenyl)-2-hydroxy-benzoic acid). Reaction SMILES: C[O:2][C:3](=[O:21])[C:4]1[C:5](=[C:7]([CH2:18][CH:19]=[CH2:20])[CH:8]=[C:9]([C:11]2[CH:16]=[CH:15][C:14]([F:17])=[CH:13][CH:12]=2)[CH:10]=1)[OH:6].[OH-].[Na+]>CO>[CH2:18]([C:7]1[C:5]([OH:6])=[C:4]([CH:10]=[C:9]([C:11]2[CH:12]=[CH:13][C:14]([F:17])=[CH:15][CH:16]=2)[CH:8]=1)[C:3]([OH:21])=[O:2])[CH:19]=[CH2:20] |f:1.2|. Procedure details: A mixture of 3.9 g. methyl-3-allyl-5-(4'-fluorophenyl)-salicylate, 40 ml. of methanol, and 10 ml. of 2.5 N sodium hydroxide solution is heated at reflux for 15 minutes. The mixture is concentrated in vacuo to remove methanol, diluted to 60 ml. with water, and acidified with dilute hydrochloric acid. The product is collected by filtration, dried, and recrystallized from benzene. The yield of 3-allyl-5-(4'-fluorophenyl)-2-hydroxy-benzoic acid is 3.4 g., m.p. 170° - 172° C. The reactants are [Si](C1=CC=CC=C1)(C1=CC=CC=C1)(C(C)(C)C)OCC1=NC=C(C(=C1N1C[C@H](O[C@H](C1)C)C)Cl)F ((2R,6S)-4-(2-((tert-butyldiphenylsilyloxy)methyl)-4-chloro-5-fluoropyridin-3-yl)-2,6-dimethylmorpholine), [Si](C1=CC=CC=C1)(C1=CC=CC=C1)(C(C)(C)C)OCC1=NC=C(C(=C1N1C[C@H](O[C@H](C1)C)C)Cl)F ((2R,6S)-4-(2-((tert-butyldiphenylsilyloxy)methyl)-4-chloro-5-fluoropyridin-3-yl)-2,6-dimethylmorpholine), CON(C(=O)C=1SC=CN1)C (N-methoxy-N-methylthiazole-2-carboxamide). Yields the product [Si](C1=CC=CC=C1)(C1=CC=CC=C1)(C(C)(C)C)OCC1=C(C(=C(C(=N1)C(=O)C=1SC=CN1)F)Cl)N1C[C@H](O[C@H](C1)C)C ((6-((tert-butyldiphenylsilyloxy)methyl)-4-chloro-5-((2R,6S)-2,6-dimethylmorpholino)-3-fluoropyridin-2-yl)(thiazol-2-yl)methanone). As a reaction SMILES: [Si:1]([O:18][CH2:19][C:20]1[C:25]([N:26]2[CH2:31][C@H:30]([CH3:32])[O:29][C@H:28]([CH3:33])[CH2:27]2)=[C:24]([Cl:34])[C:23]([F:35])=[CH:22][N:21]=1)([C:14]([CH3:17])([CH3:16])[CH3:15])([C:8]1[CH:13]=[CH:12][CH:11]=[CH:10][CH:9]=1)[C:2]1[CH:7]=[CH:6][CH:5]=[CH:4][CH:3]=1.CON(C)[C:39]([C:41]1[S:42][CH:43]=[CH:44][N:45]=1)=[O:40]>>[Si:1]([O:18][CH2:19][C:20]1[N:21]=[C:22]([C:39]([C:41]2[S:42][CH:43]=[CH:44][N:45]=2)=[O:40])[C:23]([F:35])=[C:24]([Cl:34])[C:25]=1[N:26]1[CH2:31][C@H:30]([CH3:32])[O:29][C@H:28]([CH3:33])[CH2:27]1)([C:14]([CH3:17])([CH3:15])[CH3:16])([C:8]1[CH:13]=[CH:12][CH:11]=[CH:10][CH:9]=1)[C:2]1[CH:3]=[CH:4][CH:5]=[CH:6][CH:7]=1. Procedure details: Starting material: (2-((tert-butyldiphenylsilyloxy)methyl)-4-chloro-5-fluoropyridin-3-yl)-2,6-dimethylmorpholine (Intermediate 45) and N-methoxy-N-methylthiazole-2-carboxamide. Reactants: FC1=C(C=CC(=C1)F)[C@]1(OC1)[C@H](C)O ((1S)-1-[(2R)-2-(2,4-difluorophenyl)-2-oxiranyl]ethanol), FC(OC1=CC=C(C=C1)N1C(NC=C1)=O)(F)F (1-(4-trifluoromethoxyphenyl)-2(1H,3H)-imidazolone), FC1=C(C=CC(=C1)F)[C@]1([C@@H](C)N2C(N(C=C2)C2=CC=C(C=C2)OC(F)(F)F)=O)CO1 (1-[(1R,2S)-2-(2,4-difluorophenyl)-2,3-epoxy-1-methylpropyl]-3-(4-trifluoromethoxyphenyl)-2(1H,3H)-imidazolone). Yields the product FC1=C(C=CC(=C1)F)[C@]1(OC1)[C@@H](C)OC=1N(C=CN1)C1=CC=C(C=C1)OC(F)(F)F ((2R)-2-(2,4-difluorophenyl)-2-[(1R)-1-[1-(4-trifluoromethoxyphenyl)-2-imidazolyloxy]ethyl]oxirane). The yield is 20.0%. Reaction SMILES: [F:1][C:2]1[CH:7]=[C:6]([F:8])[CH:5]=[CH:4][C:3]=1[C@:9]1([C@@H:12]([OH:14])[CH3:13])[CH2:11][O:10]1.[F:15][C:16]([F:31])([F:30])[O:17][C:18]1[CH:23]=[CH:22][C:21]([N:24]2[CH:28]=[CH:27][NH:26][C:25]2=O)=[CH:20][CH:19]=1.FC1C=C(F)C=CC=1[C@]1(OC1)[C@H](N1C=CN(C2C=CC(OC(F)(F)F)=CC=2)C1=O)C>>[F:1][C:2]1[CH:7]=[C:6]([F:8])[CH:5]=[CH:4][C:3]=1[C@:9]1([C@H:12]([O:14][C:25]2[N:24]([C:21]3[CH:20]=[CH:19][C:18]([O:17][C:16]([F:31])([F:15])[F:30])=[CH:23][CH:22]=3)[CH:28]=[CH:27][N:26]=2)[CH3:13])[CH2:11][O:10]1. Procedure details: In the same manner as in Reference Example 5, starting from 1.36 g of (1S)-1-[(2R)-2-(2,4-difluorophenyl)-2-oxiranyl]ethanol and 1.32 g of 1-(4-trifluoromethoxyphenyl)-2(1H,3H)-imidazolone, 1-[(1R,2S)-2-(2,4-difluorophenyl)-2,3-epoxy-1-methylpropyl]-3-(4-trifluoromethoxyphenyl)-2(1H,3H)-imidazolone (0.60 g) and 0.46 g of (2R)-2-(2,4-difluorophenyl)-2-[(1R)-1-[1-(4-trifluoromethoxyphenyl)-2-imidazolyloxy]ethyl]oxirane were obtained. Reactants: O=C([O-])[O-], CCOC(C)=O, Cc1ccccc1, COC(=O)c1cc(S(=O)(=O)c2cnc(N)c(Br)c2)c(SC)s1, Cc1ccccc1B(O)O, CCO, [Na+], [Na+], c1ccc(P(c2ccccc2)(c2ccccc2)[Pd](P(c2ccccc2)(c2ccccc2)c2ccccc2)(P(c2ccccc2)(c2ccccc2)c2ccccc2)P(c2ccccc2)(c2ccccc2)c2ccccc2)cc1. The product is COC(=O)c1cc(S(=O)(=O)c2cnc(N)c(-c3ccccc3C)c2)c(SC)s1. Reaction SMILES: [C:33](=[O:34])([O-:35])[O-:36].[CH3:119][CH2:120][O:121][C:122]([CH3:123])=[O:124].[CH3:125][c:126]1[cH:127][cH:128][cH:129][cH:130][cH:131]1.[CH3:1][O:2][C:3](=[O:4])[c:5]1[s:6][c:7]([S:21][CH3:22])[c:8]([S:10](=[O:11])(=[O:12])[c:13]2[cH:14][n:15][c:16]([NH2:20])[c:17]([Br:19])[cH:18]2)[cH:9]1.[CH3:23][c:24]1[c:25]([B:30]([OH:31])[OH:32])[cH:26][cH:27][cH:28][cH:29]1.[CH3:39][CH2:40][OH:41].[Na+:37].[Na+:38].[cH:42]1[cH:43][cH:44][c:45]([P:46]([Pd:47]([P:48]([c:49]2[cH:50][cH:51][cH:52][cH:53][cH:54]2)([c:55]2[cH:56][cH:57][cH:58][cH:59][cH:60]2)[c:61]2[cH:62][cH:63][cH:64][cH:65][cH:66]2)([P:67]([c:68]2[cH:69][cH:70][cH:71][cH:72][cH:73]2)([c:74]2[cH:75][cH:76][cH:77][cH:78][cH:79]2)[c:80]2[cH:81][cH:82][cH:83][cH:84][cH:85]2)[P:86]([c:87]2[cH:88][cH:89][cH:90][cH:91][cH:92]2)([c:93]2[cH:94][cH:95][cH:96][cH:97][cH:98]2)[c:99]2[cH:100][cH:101][cH:102][cH:103][cH:104]2)([c:105]2[cH:106][cH:107][cH:108][cH:109][cH:110]2)[c:111]2[cH:112][cH:113][cH:114][cH:115][cH:116]2)[cH:117][cH:118]1>>[CH3:1][O:2][C:3](=[O:4])[c:5]1[s:6][c:7]([S:21][CH3:22])[c:8]([S:10](=[O:11])(=[O:12])[c:13]2[cH:14][n:15][c:16]([NH2:20])[c:17](-[c:25]3[c:24]([CH3:23])[cH:29][cH:28][cH:27][cH:26]3)[cH:18]2)[cH:9]1. Starting materials: C=CC(=O)OCCCC, C1COCCO1, COc1cc(CO[Si](C)(C)C(C)(C)C)cc(Cl)n1, O=C(C=Cc1ccccc1)C=Cc1ccccc1, O=C(C=Cc1ccccc1)C=Cc1ccccc1, O=C(C=Cc1ccccc1)C=Cc1ccccc1, O, [Pd], [Pd]. Yields the product CCCCOC(=O)C=Cc1cc(CO[Si](C)(C)C(C)(C)C)cc(OC)n1. As a reaction SMILES: [C:19]([CH:20]=[CH2:21])(=[O:22])[O:23][CH2:24][CH2:25][CH2:26][CH3:27].[CH2:29]1[O:30][CH2:31][CH2:32][O:33][CH2:34]1.[Cl:1][c:2]1[n:3][c:4]([O:17][CH3:18])[cH:5][c:6]([CH2:8][O:9][Si:10]([CH3:11])([CH3:12])[C:13]([CH3:14])([CH3:15])[CH3:16])[cH:7]1.[O:37]=[C:38]([CH:39]=[CH:40][c:41]1[cH:42][cH:43][cH:44][cH:45][cH:46]1)[CH:47]=[CH:48][c:49]1[cH:50][cH:51][cH:52][cH:53][cH:54]1.[O:55]=[C:56]([CH:57]=[CH:58][c:59]1[cH:60][cH:61][cH:62][cH:63][cH:64]1)[CH:65]=[CH:66][c:67]1[cH:68][cH:69][cH:70][cH:71][cH:72]1.[O:73]=[C:74]([CH:75]=[CH:76][c:77]1[cH:78][cH:79][cH:80][cH:81][cH:82]1)[CH:83]=[CH:84][c:85]1[cH:86][cH:87][cH:88][cH:89][cH:90]1.[OH2:28].[Pd:35].[Pd:36]>>[c:2]1([CH:21]=[CH:20][C:19](=[O:22])[O:23][CH2:24][CH2:25][CH2:26][CH3:27])[n:3][c:4]([O:17][CH3:18])[cH:5][c:6]([CH2:8][O:9][Si:10]([CH3:11])([CH3:12])[C:13]([CH3:14])([CH3:15])[CH3:16])[cH:7]1. Reactants: CCCCCC (n-hexane), C(CCCCCCCCCCC)OC(=O)C=1C=C2C(C(=O)N(C2=O)O)=CC1 (4-dodecyloxycarbonyl-N-hydroxyphthalimide). Reagents/catalysts: C(C)(=O)[O-].[Mn+2].C(C)(=O)[O-] (manganese(II) acetate). Conditions: temperature 100 celsius, time 2 hour. Yields the product CC(CCCC)=O (2-hexanone), CC(CCCC)O (2-hexanol), CCC(CCC)=O (3-hexanone), CCC(CCC)O (3-hexanol). Reaction SMILES: [CH3:1][CH2:2][CH2:3][CH2:4][CH2:5][CH3:6].C([O:19]C(C1C=[C:24]2[C:29](=[O:30])N(O)C(=O)[C:25]2=[CH:32][CH:33]=1)=O)CCCCCCCCCCC>C([O-])(=O)C.[Mn+2].C([O-])(=O)C>[CH3:1][C:2](=[O:19])[CH2:3][CH2:4][CH2:5][CH3:6].[CH3:1][CH:29]([OH:30])[CH2:24][CH2:25][CH2:32][CH3:33].[CH3:1][CH2:2][C:3](=[O:19])[CH2:4][CH2:5][CH3:6].[CH3:1][CH2:2][CH:3]([OH:19])[CH2:4][CH2:5][CH3:6] |f:2.3.4|. Procedure: A mixture of 4 ml (31 mmol) of n-hexane, 0.03 mmol of 4-dodecyloxycarbonyl-N-hydroxyphthalimide, 0.0003 mmol of acetylacetonatocobalt(II) and 0.003 mmol of manganese(II) acetate was stirred at 100° C. in an atmosphere of air (10 atm=1 MPa) for 2 hours and thereby yielded 0.1 mmol of 2-hexanone, 0.09 mmol of 2-hexanol, 0.04 mmol of 3-hexanone and 0.05 mmol of 3-hexanol.